Dataset: the Open Reaction Database (ORD), a public repository of structured organic reaction records. Task: describe an organic reaction: reactants, conditions, products, and yield The reactants are ClC1=C2C(=NC=C1)C=NN2 (7-chloro-1H-pyrazolo[4,3-b]pyridine), NC1=CC=CC=C1 (aniline). Yields the product N(C1=CC=CC=C1)C1=C2C(=NC=C1)C=NN2 (7-Anilino-1H-pyrazolo[4,3-b]pyridine). Isolated yield 55.0%. RXN SMILES: Cl[C:2]1[CH:7]=[CH:6][N:5]=[C:4]2[CH:8]=[N:9][NH:10][C:3]=12.[NH2:11][C:12]1[CH:17]=[CH:16][CH:15]=[CH:14][CH:13]=1>>[NH:11]([C:2]1[CH:7]=[CH:6][N:5]=[C:4]2[CH:8]=[N:9][NH:10][C:3]=12)[C:12]1[CH:17]=[CH:16][CH:15]=[CH:14][CH:13]=1. Procedure: A solution of 7-chloro-1H-pyrazolo[4,3-b]pyridine (215 mg, 1.4 mmol) in aniline (1.3 ml) was heated under reflux under nitrogen for 16 h. The mixture was cooled, and the white solid which separated was collected, washed with 60°-80° petrol and water, then dried. The solid was then dissolved in 60% aqueous methanol (25 ml). The solution was filtered, adjusted to pH9 with 10% sodium carbonate solution, and on cooling the product crystallised, to give the title compound as needles (161 mg, 55%), m.... Reactants: ClC1=CC=C(C=C1)C1=NC(=C(C(=N1)Cl)Cl)Cl (2-(4'-chlorophenyl)-4,5,6-trichloropyrimidine), [Na] (sodium), CO (methyl alcohol), CO (methyl alcohol). The solvent is C1CCOC1 (THF). Conditions: time 8 hour. Yields the product ClC1=CC=C(C=C1)C1=NC(=C(C(=N1)Cl)Cl)OC (2-(4'-Chlorophenyl)-4,5-dichloro-6-methoxypyrimidine). The yield is 96.0%. Reaction SMILES: [Cl:1][C:2]1[CH:7]=[CH:6][C:5]([C:8]2[N:13]=[C:12]([Cl:14])[C:11]([Cl:15])=[C:10](Cl)[N:9]=2)=[CH:4][CH:3]=1.[Na].[CH3:18][OH:19]>C1COCC1>[Cl:1][C:2]1[CH:7]=[CH:6][C:5]([C:8]2[N:13]=[C:12]([Cl:14])[C:11]([Cl:15])=[C:10]([O:19][CH3:18])[N:9]=2)=[CH:4][CH:3]=1 |^1:16|. Procedure: To a solution of 2-(4'-chlorophenyl)-4,5,6-trichloropyrimidine (1.85 g, 6.3 mmol) in methyl alcohol (30 mL) and THF (60 mL) is added a solution of sodium (0.145 g, 6.3 mmol) in methyl alcohol (10 mL) and the mixture is stirred at ambient temperature overnight. After removal of the solvents in vacuo dichloromethane is added to the residue and the resulting mixture is washed with water. After drying of the organic layer with anhydrous magnesium sulphate, the solvent is removed. Treating of the res... The reactants are C=Cc1ccccc1, Cc1ccccc1, C[SiH](Cl)Cl, [Pt]. Product: Cl[SiH](Cl)CCCc1ccccc1. RXN SMILES: [CH2:1]=[CH:2][c:3]1[cH:4][cH:5][cH:6][cH:7][cH:8]1.[CH3:14][c:15]1[cH:16][cH:17][cH:18][cH:19][cH:20]1.[CH3:9][SiH:10]([Cl:11])[Cl:12].[Pt:13]>>[CH2:1]([CH2:2][c:3]1[cH:4][cH:5][cH:6][cH:7][cH:8]1)[CH2:9][SiH:10]([Cl:11])[Cl:12]. Reactants: C(C)(C)(C)OC(=O)N1CCN(CCC1)C1=C(C=C(C=C1)Cl)NC(C1=CC(=CC=C1)Cl)=O (4-[4-chloro-2-(3-chloro-benzoylamino)-phenyl]-[1,4]diazepane-1-carboxylic acid tert-butyl ester), Cl (hydrogen chloride), solution. Run in C(C)#N (acetonitrile), O1CCOCC1 (1,4-dioxane). Reaction conditions: time 48 hour. Product: ClC=1C=C(C(=O)NC2=C(C=CC(=C2)Cl)N2CCNCCC2)C=CC1 (3-chloro-N-(5-chloro-2-[1,4]diazepan-1-yl-phenyl)-benzamide). Yield: 89.4%. As a reaction SMILES: C(OC([N:8]1[CH2:14][CH2:13][CH2:12][N:11]([C:15]2[CH:20]=[CH:19][C:18]([Cl:21])=[CH:17][C:16]=2[NH:22][C:23](=[O:31])[C:24]2[CH:29]=[CH:28][CH:27]=[C:26]([Cl:30])[CH:25]=2)[CH2:10][CH2:9]1)=O)(C)(C)C.Cl>C(#N)C.O1CCOCC1>[Cl:30][C:26]1[CH:25]=[C:24]([CH:29]=[CH:28][CH:27]=1)[C:23]([NH:22][C:16]1[CH:17]=[C:18]([Cl:21])[CH:19]=[CH:20][C:15]=1[N:11]1[CH2:12][CH2:13][CH2:14][NH:8][CH2:9][CH2:10]1)=[O:31]. Procedure: To a solution of 4-[4-chloro-2-(3-chloro-benzoylamino)-phenyl]-[1,4]diazepane-1-carboxylic acid tert-butyl ester (0.100 g, 0.215 mmol) in acetonitrile (5 mL) is added 2.0 mL of hydrogen chloride as a 4.0 M solution in 1,4-dioxane. The mixture is stirred at room temperature for 48 h during which time a solid precipitates from solution. The off-white solid is collected by filtration, washed with methylene chloride and dried on the filter pad to provide 0.070 g of 3-chloro-N-(5-chloro-2-[1,4]diazep... RXN SMILES: [CH3:1][S-:2].[CH3:20][S:21](=[O:22])[CH3:23].[Cl:4][c:5]1[cH:6][c:7]([O:17][CH3:18])[c:8]([C:9](=[O:10])[OH:11])[cH:12][c:13]1[N+:14](=[O:15])[O-:16].[ClH:19].[Na+:3]>>[CH3:1][S:2][c:5]1[cH:6][c:7]([O:17][CH3:18])[c:8]([C:9](=[O:10])[OH:11])[cH:12][c:13]1[N+:14](=[O:15])[O-:16]. The reactants are C[S-], CS(C)=O, COc1cc(Cl)c([N+](=O)[O-])cc1C(=O)O, Cl, [Na+]. The product is COc1cc(SC)c([N+](=O)[O-])cc1C(=O)O. Reactants: CC(C)(C)OC(=O)Nc1cc(OCC2COC(C)(C)O2)c(C#Cc2ccccc2)cc1[N+](=O)[O-], COC(C)(C)OC, CN(C)C=O. Product: CC(C)(C)OC(=O)Nc1cc(OCC2COC(C)(C)O2)c(C#Cc2ccccc2)cc1N. As a reaction SMILES: [C:1]([CH3:2])([CH3:3])([CH3:4])[O:5][C:6]([NH:7][c:8]1[c:9]([N+:31]([O-:32])=[O:33])[cH:10][c:11]([C:23]#[C:24][c:25]2[cH:26][cH:27][cH:28][cH:29][cH:30]2)[c:12]([O:14][CH2:15][CH:16]2[O:17][C:18]([CH3:21])([CH3:22])[O:19][CH2:20]2)[cH:13]1)=[O:34].[CH3:35][O:36][C:37]([O:38][CH3:39])([CH3:40])[CH3:41].[O:42]=[CH:43][N:44]([CH3:45])[CH3:46]>>[C:1]([CH3:2])([CH3:3])([CH3:4])[O:5][C:6]([NH:7][c:8]1[c:9]([NH2:31])[cH:10][c:11]([C:23]#[C:24][c:25]2[cH:26][cH:27][cH:28][cH:29][cH:30]2)[c:12]([O:14][CH2:15][CH:16]2[O:17][C:18]([CH3:21])([CH3:22])[O:19][CH2:20]2)[cH:13]1)=[O:34]. Starting materials: ClCCCC(=O)N(C)OC (4-chloro-N-methoxy-N-methylbutyramide), BrC=1C=C(C=C(C1)C)C (5-bromo-m-xylene), C(CCC)[Li] (n-butyllithium). Run in O1CCCC1 (tetrahydrofuran), O1CCCC1 (tetrahydrofuran), O1CCCC1 (tetrahydrofuran). Conditions: temperature -78 celsius, time 15 minute. The product is CC=1C=C(C=C(C1)C)C(=O)CCCCl (3-Chloropropyl 3,5-dimethylphenyl ketone). Isolated yield 70.5%. As a reaction SMILES: Br[C:2]1[CH:3]=[C:4]([CH3:9])[CH:5]=[C:6]([CH3:8])[CH:7]=1.C([Li])CCC.[Cl:15][CH2:16][CH2:17][CH2:18][C:19](N(OC)C)=[O:20]>O1CCCC1>[CH3:9][C:4]1[CH:3]=[C:2]([C:19]([CH2:18][CH2:17][CH2:16][Cl:15])=[O:20])[CH:7]=[C:6]([CH3:8])[CH:5]=1. Procedure details: A solution of 10.2 mL (13.9 g; 72 mmol) 5-bromo-m-xylene in 200 mL of anhydrous tetrahydrofuran was stirred under nitrogen at -78° C. as 35.8 mL (84 mmol) of 2.5 M n-butyllithium in tetrahydrofuran was added dropwise. After 15 minutes at -78° C., a solution of 10.0 g (60 mmol) of 4-chloro-N-methoxy-N-methylbutyramide in 30 mL of anhydrous tetrahydrofuran was added dropwise over 25-30 minutes. The resulting solution was maintained at -78° C. for 45 minutes and then warmed briefly to room temperat...